From a dataset of the Open Reaction Database (ORD), a public repository of structured organic reaction records. describe an organic reaction: reactants, conditions, products, and yield The reactants are ClC1=C(C=CC(=C1)O)C(C(C(F)(F)F)(O)C=1C=CC(N(C1)C)=O)C (5-[2-(2-chloro-4-hydroxy-phenyl)-1-hydroxy-1-trifluoromethyl-propyl]-1-methyl-1H-pyridin-2-one), FC=1C=C(C=CC1C(=O)OC)B(O)O (3-fluoro-4-methoxycarbonylphenylboronic acid). Reagents/catalysts: C(C)(=O)[O-].[Cu+2].C(C)(=O)[O-] (copper-(II)-acetate). Run in N1=CC=CC=C1 (pyridine). Product: ClC=1C=C(OC2=CC(=C(C(=O)O)C=C2)F)C=CC1C(C(C(F)(F)F)(C1=CN(C(C=C1)=O)C)O)C (4-{3-Chloro-4-[3,3,3-trifluoro-2-hydroxy-1-methyl-2-(1-methyl-6-oxo-1,6-dihydro-pyridin-3-yl)-propyl]-phenoxy}-2-fluoro-benzoic acid). Reaction SMILES: [Cl:1][C:2]1[CH:7]=[C:6]([OH:8])[CH:5]=[CH:4][C:3]=1[CH:9]([CH3:24])[C:10]([C:16]1[CH:17]=[CH:18][C:19](=[O:23])[N:20]([CH3:22])[CH:21]=1)([OH:15])[C:11]([F:14])([F:13])[F:12].[F:25][C:26]1[CH:27]=[C:28](B(O)O)[CH:29]=[CH:30][C:31]=1[C:32]([O:34]C)=[O:33]>C([O-])(=O)C.[Cu+2].C([O-])(=O)C.N1C=CC=CC=1>[Cl:1][C:2]1[CH:7]=[C:6]([CH:5]=[CH:4][C:3]=1[CH:9]([CH3:24])[C:10]([OH:15])([C:16]1[CH:17]=[CH:18][C:19](=[O:23])[N:20]([CH3:22])[CH:21]=1)[C:11]([F:13])([F:14])[F:12])[O:8][C:28]1[CH:29]=[CH:30][C:31]([C:32]([OH:34])=[O:33])=[C:26]([F:25])[CH:27]=1 |f:2.3.4|. Procedure: In analogy to Example 151, step 8, 5-[2-(2-chloro-4-hydroxy-phenyl)-1-hydroxy-1-trifluoromethyl-propyl]-1-methyl-1H-pyridin-2-one (Example 151, step 7) was reacted with 3-fluoro-4-methoxycarbonylphenylboronic acid, copper-(II)-acetate and pyridine. The product of this reaction was hydrolyzed in analogy to Example 141 to give the title compound as a colorless solid. MS (m/e, ISP neg. ion)=498.1 [M−H+]. Reactants: CCOC(=O)CCCBr, CC(C)Oc1ccc(-c2nc(-c3ccc4c(c3)CCNCC4)no2)cc1C#N, CCN(C(C)C)C(C)C, Cl, CN(C)C=O. Product: CCOC(=O)CCCN1CCc2ccc(-c3noc(-c4ccc(OC(C)C)c(C#N)c4)n3)cc2CC1. RXN SMILES: [Br:39][CH2:40][CH2:41][CH2:42][C:43](=[O:44])[O:45][CH2:46][CH3:47].[CH3:2][CH:3]([CH3:4])[O:5][c:6]1[c:7]([C:8]#[N:9])[cH:10][c:11](-[c:14]2[n:15][c:16](-[c:19]3[cH:20][c:21]4[c:22]([cH:28][cH:29]3)[CH2:23][CH2:24][NH:25][CH2:26][CH2:27]4)[n:17][o:18]2)[cH:12][cH:13]1.[CH:30]([N:31]([CH2:32][CH3:33])[CH:34]([CH3:35])[CH3:36])([CH3:37])[CH3:38].[ClH:1].[O:48]=[CH:49][N:50]([CH3:51])[CH3:52]>>[CH3:2][CH:3]([CH3:4])[O:5][c:6]1[c:7]([C:8]#[N:9])[cH:10][c:11](-[c:14]2[n:15][c:16](-[c:19]3[cH:20][c:21]4[c:22]([cH:28][cH:29]3)[CH2:23][CH2:24][N:25]([CH2:40][CH2:41][CH2:42][C:43](=[O:44])[O:45][CH2:46][CH3:47])[CH2:26][CH2:27]4)[n:17][o:18]2)[cH:12][cH:13]1. Starting materials: CO, O=[N+]([O-])c1ccc(-n2ccnc2)cc1. Yields the product Nc1ccc(-n2ccnc2)cc1. As a reaction SMILES: [CH3:15][OH:16].[N+:1]([O-:2])(=[O:3])[c:4]1[cH:5][cH:6][c:7](-[n:10]2[cH:11][n:12][cH:13][cH:14]2)[cH:8][cH:9]1>>[NH2:1][c:4]1[cH:5][cH:6][c:7](-[n:10]2[cH:11][n:12][cH:13][cH:14]2)[cH:8][cH:9]1. Starting materials: FC(C1=CC(=C(C=O)C=C1)F)F (4-(difluoromethyl)-2-fluorobenzaldehyde), CC(C)(C)[S@@](=O)N ((R)-2-methylpropane-2-sulfinamide). Reagents/catalysts: S(=O)(=O)([O-])[O-].[Cu+2] (copper sulfate). Run in ClCCCl (DCE). Run at temperature 55 celsius. Yields the product FC(C1=CC(=C(\C=N\[S@](=O)C(C)(C)C)C=C1)F)F ((R,E)-N-(4-(difluoromethyl)-2-fluorobenzylidene)-2-methylpropane-2-sulfinamide). Isolated yield 103.1%. Reaction SMILES: [F:1][CH:2]([F:12])[C:3]1[CH:10]=[CH:9][C:6]([CH:7]=O)=[C:5]([F:11])[CH:4]=1.[CH3:13][C:14]([S@:17]([NH2:19])=[O:18])([CH3:16])[CH3:15]>ClCCCl.S([O-])([O-])(=O)=O.[Cu+2]>[F:1][CH:2]([F:12])[C:3]1[CH:10]=[CH:9][C:6](/[CH:7]=[N:19]/[S@@:17]([C:14]([CH3:16])([CH3:15])[CH3:13])=[O:18])=[C:5]([F:11])[CH:4]=1 |f:3.4|. Reported procedure: To a mixture of 4-(difluoromethyl)-2-fluorobenzaldehyde (162 mg, 0.930 mmol) and (R)-2-methylpropane-2-sulfinamide (124 mg, 1.023 mmol) in DCE (3 mL) was added copper sulfate (223 mg, 1.396 mmol). Reaction mixture was heated in a preheated oil bath to 55° C. for 38 hours. The mixture was allowed to cool to room temperature, filtered through a pad of celites and washed with DCE. Combined filtrates were concentrated under reduced pressure to afford (R,E)-N-(4-(difluoromethyl)-2-fluorobenzylidene)-... The reactants are C(C)(=O)OCC (ethyl acetate), Cl (hydrochloric acid), O[C@H](C)[C@@H]1[C@@H]2N(C(=C([C@@H]2C)S\C=C/C2=C(N=CS2)COC([C@@H](NC(=O)OCC2=CC=C(C=C2)[N+](=O)[O-])C(C)C)=O)C(=O)OCC=C)C1=O (Allyl (1R,5S,6S)-6-((1R)-1-hydroxyethyl)-1-methyl-2-[[(Z)-2-(4-(N-4-nitrobenzyloxycarbonyl-L-valinyloxy-methyl)thiazol-5-yl)ethen-1-yl]thio]-1-carbapen-2-em-3-carboxylate), CC1(CC(=O)CC(=O)C1)C (dimedone), Tetrakistriphenylphosphine palladium. Run in [Cl-].[Na+].O (brine), O1CCCC1 (tetrahydrofuran). Reaction conditions: time 30 minute. Product: O[C@H](C)[C@@H]1[C@@H]2N(C(=C([C@@H]2C)S\C=C/C2=C(N=CS2)COC([C@@H](NC(=O)OCC2=CC=C(C=C2)[N+](=O)[O-])C(C)C)=O)C(=O)O)C1=O ((1R,5S,6S)-6-((1R)-1-hydroxyethyl)-1-methyl-2-[[(Z)-2-(4-(N-4-nitrobenzyloxycarbonyl-L-valyloxymethyl)thiazol-5-yl)ethen-1-yl]thio]-1-carbapen-2-em-3-carboxylic acid). Isolated yield 67.2%. As a reaction SMILES: [OH:1][C@@H:2]([C@H:4]1[C:47](=[O:48])[N:6]2[C:7]([C:41]([O:43]CC=C)=[O:42])=[C:8]([S:11]/[CH:12]=[CH:13]\[C:14]3[S:18][CH:17]=[N:16][C:15]=3[CH2:19][O:20][C:21](=[O:40])[C@H:22]([CH:37]([CH3:39])[CH3:38])[NH:23][C:24]([O:26][CH2:27][C:28]3[CH:33]=[CH:32][C:31]([N+:34]([O-:36])=[O:35])=[CH:30][CH:29]=3)=[O:25])[C@H:9]([CH3:10])[C@H:5]12)[CH3:3].CC1(C)CC(=O)CC(=O)C1.C(OCC)(=O)C.Cl>O1CCCC1.[Cl-].[Na+].O>[OH:1][C@@H:2]([C@H:4]1[C:47](=[O:48])[N:6]2[C:7]([C:41]([OH:43])=[O:42])=[C:8]([S:11]/[CH:12]=[CH:13]\[C:14]3[S:18][CH:17]=[N:16][C:15]=3[CH2:19][O:20][C:21](=[O:40])[C@H:22]([CH:37]([CH3:39])[CH3:38])[NH:23][C:24]([O:26][CH2:27][C:28]3[CH:29]=[CH:30][C:31]([N+:34]([O-:36])=[O:35])=[CH:32][CH:33]=3)=[O:25])[C@H:9]([CH3:10])[C@H:5]12)[CH3:3] |f:5.6.7|. Procedure details: Allyl (1R,5S,6S)-6-((1R)-1-hydroxyethyl)-1-methyl-2-[[(Z)-2-(4-(N-4-nitrobenzyloxycarbonyl-L-valinyloxy-methyl)thiazol-5-yl)ethen-1-yl]thio]-1-carbapen-2-em-3-carboxylate (500 mg) and 250 mg of dimedone were dissolved in 10 ml of tetrahydrofuran. Tetrakistriphenylphosphine palladium (82 mg) was added to the solution, and the mixture was stirred under an argon atmosphere at room temperature for 30 min. The reaction mixture was poured into 50 ml of 20% brine and 50 ml of ethyl acetate, and the mix... The reactants are CO, CCOCC, [K+], [OH-], OCCO, CC1=C(O)C(=O)N(c2ccc3[nH]cnc3c2)C1c1cccc(Cl)c1Cl. The product is COC1=C(C)C(c2cccc(Cl)c2Cl)N(c2ccc3nc[nH]c3c2)C1=O. RXN SMILES: [CH3:37][OH:38].[CH3:7][CH2:8][O:9][CH2:10][CH3:11].[K+:2].[OH-:1].[OH:3][CH2:4][CH2:5][OH:6].[nH:12]1[cH:13][n:14][c:15]2[c:16]1[cH:17][cH:18][c:19]([N:21]1[C:22](=[O:36])[C:23]([OH:35])=[C:24]([CH3:34])[CH:25]1[c:26]1[c:27]([Cl:33])[c:28]([Cl:32])[cH:29][cH:30][cH:31]1)[cH:20]2>>[CH3:4][O:35][C:23]1=[C:24]([CH3:34])[CH:25]([c:26]2[c:27]([Cl:33])[c:28]([Cl:32])[cH:29][cH:30][cH:31]2)[N:21]([c:19]2[cH:18][cH:17][c:16]3[n:12][cH:13][nH:14][c:15]3[cH:20]2)[C:22]1=[O:36].